This data is from the Open Reaction Database (ORD), a public repository of structured organic reaction records. The task is: describe an organic reaction: reactants, conditions, products, and yield Reactants: FC(F)(F)c1ccc(C2NCCc3c(Br)cccc32)cc1, ClCCl, O=C=Nc1ccc(F)cc1. Product: O=C(Nc1ccc(F)cc1)N1CCc2c(Br)cccc2C1c1ccc(C(F)(F)F)cc1. Reaction SMILES: [Br:1][c:2]1[c:3]2[c:8]([cH:9][cH:10][cH:11]1)[CH:7]([c:12]1[cH:13][cH:14][c:15]([C:18]([F:19])([F:20])[F:21])[cH:16][cH:17]1)[NH:6][CH2:5][CH2:4]2.[Cl:32][CH2:33][Cl:34].[F:22][c:23]1[cH:24][cH:25][c:26]([N:29]=[C:30]=[O:31])[cH:27][cH:28]1>>[Br:1][c:2]1[c:3]2[c:8]([cH:9][cH:10][cH:11]1)[CH:7]([c:12]1[cH:13][cH:14][c:15]([C:18]([F:19])([F:20])[F:21])[cH:16][cH:17]1)[N:6]([C:30]([NH:29][c:26]1[cH:25][cH:24][c:23]([F:22])[cH:28][cH:27]1)=[O:31])[CH2:5][CH2:4]2. Procedure details: 1-(4-Chlorophenyl)-4,4-dimethyl-1-phenylsulfonylpentan-3-one (5.0 g) was dissolved in a mixture of 100 ml of chloroform and 100 ml of acetic acid. To this solution, 2.2 g of bromine was added dropwise at 50° C. The mixture was kept at 50° C. for 3 hours and then washed with ice-water and an aqueous solution of sodium bicarbonate. The chloroform layer was evaporated and the solid residue was crystallized in a mixture of carbon tetrachloride and n-hexane. The crystals were collected by filtration ... The product is BrC(C(S(=O)(=O)C1=CC=CC=C1)C1=CC=C(C=C1)Cl)C(C(C)(C)C)=O (2-bromo-1-(4-chlorophenyl)-4,4-dimethyl-1-phenylsulfonylpentan-3-one). Isolated yield 95.4%. The solvent is C(Cl)(Cl)Cl (chloroform), C(C)(=O)O (acetic acid). Reaction SMILES: [Cl:1][C:2]1[CH:7]=[CH:6][C:5]([CH:8]([S:16]([C:19]2[CH:24]=[CH:23][CH:22]=[CH:21][CH:20]=2)(=[O:18])=[O:17])[CH2:9][C:10](=[O:15])[C:11]([CH3:14])([CH3:13])[CH3:12])=[CH:4][CH:3]=1.[Br:25]Br>C(Cl)(Cl)Cl.C(O)(=O)C>[Br:25][CH:9]([C:10](=[O:15])[C:11]([CH3:14])([CH3:12])[CH3:13])[CH:8]([C:5]1[CH:6]=[CH:7][C:2]([Cl:1])=[CH:3][CH:4]=1)[S:16]([C:19]1[CH:20]=[CH:21][CH:22]=[CH:23][CH:24]=1)(=[O:17])=[O:18]. Reaction conditions: time 3 hour. The reactants are ClC1=CC=C(C=C1)C(CC(C(C)(C)C)=O)S(=O)(=O)C1=CC=CC=C1 (1-(4-Chlorophenyl)-4,4-dimethyl-1-phenylsulfonylpentan-3-one), BrBr (bromine). The reactants are OC1=C(C=CC=C1)C1=NC2=CC(=CC=C2C(=N1)N1C[C@@H](CCC1)CNC(O[C@H]1COCC1)=O)C ((R)-Tetrahydrofuran-3-yl ((S)-1-(2-(2-hydroxyphenyl)-7-methylquinazolin-4-yl)piperidin-3-yl)methylcarbamate), solution, Cl (HCl). The solvent is C(Cl)Cl (CH2Cl2), CCOCC (Et2O), CCOCC (Et2O). Reaction conditions: time 30 minute. The product is Cl.OC1=C(C=CC=C1)C1=NC2=CC(=CC=C2C(=N1)N1C[C@@H](CCC1)CNC(O[C@H]1COCC1)=O)C ((R)-tetrahydrofuran-3-yl ((S)-1-(2-(2-hydroxyphenyl)-7-methylquinazolin-4-yl)piperidin-3-yl)methylcarbamate hydrochloride). Isolated yield 70.0%. RXN SMILES: [OH:1][C:2]1[CH:7]=[CH:6][CH:5]=[CH:4][C:3]=1[C:8]1[N:17]=[C:16]([N:18]2[CH2:23][CH2:22][CH2:21][C@@H:20]([CH2:24][NH:25][C:26](=[O:33])[O:27][C@@H:28]3[CH2:32][CH2:31][O:30][CH2:29]3)[CH2:19]2)[C:15]2[C:10](=[CH:11][C:12]([CH3:34])=[CH:13][CH:14]=2)[N:9]=1.[ClH:35]>C(Cl)Cl.CCOCC>[ClH:35].[OH:1][C:2]1[CH:7]=[CH:6][CH:5]=[CH:4][C:3]=1[C:8]1[N:17]=[C:16]([N:18]2[CH2:23][CH2:22][CH2:21][C@@H:20]([CH2:24][NH:25][C:26](=[O:33])[O:27][C@@H:28]3[CH2:32][CH2:31][O:30][CH2:29]3)[CH2:19]2)[C:15]2[C:10](=[CH:11][C:12]([CH3:34])=[CH:13][CH:14]=2)[N:9]=1 |f:4.5|. Reported procedure: (R)-Tetrahydrofuran-3-yl ((S)-1-(2-(2-hydroxyphenyl)-7-methylquinazolin-4-yl)piperidin-3-yl)methylcarbamate (116 mg, 0.251 mmol) was suspended in 8 mL anhydrous CH2Cl2 and gently heated until an homogenous solution was formed. After the reaction was cooled to room temperature, a 2.0 M solution of HCl in Et2O (0.126 mL, 0.251 mmol) was added in one portion. The reaction mixture was diluted with 25 mL Et2O, and the product precipitated from solution. The reaction was stirred for an additional 30 m... Reactants: C1(CC1)C=1C(=CC(=C(C(=O)OC(C)(C)C)C1)F)OCC1(CCC2(OCCO2)CC1)C (tert-butyl 5-cyclopropyl-2-fluoro-4-((8-methyl-1,4- dioxaspiro[4.5]decan-8-yl)methoxy)benzoate), FC(C(=O)O)(F)F (trifluoroacetic acid). The solvent is O1CCCC1 (tetrahydrofuran), O (water). Run at time 18 hour. Product: C1(CC1)C=1C(=CC(=C(C(=O)OC(C)(C)C)C1)F)OCC1(CCC(CC1)=O)C (tert-butyl 5-cyclopropyl-2-fluoro-4-((1-methyl-4-oxocyclohexyl)methoxy)benzoate). Yield: 90.1%. Reaction SMILES: [CH:1]1([C:4]2[C:5]([O:18][CH2:19][C:20]3([CH3:30])[CH2:29][CH2:28][C:23]4(OCC[O:24]4)[CH2:22][CH2:21]3)=[CH:6][C:7]([F:17])=[C:8]([CH:16]=2)[C:9]([O:11][C:12]([CH3:15])([CH3:14])[CH3:13])=[O:10])[CH2:3][CH2:2]1.FC(F)(F)C(O)=O>O1CCCC1.O>[CH:1]1([C:4]2[C:5]([O:18][CH2:19][C:20]3([CH3:30])[CH2:29][CH2:28][C:23](=[O:24])[CH2:22][CH2:21]3)=[CH:6][C:7]([F:17])=[C:8]([CH:16]=2)[C:9]([O:11][C:12]([CH3:13])([CH3:14])[CH3:15])=[O:10])[CH2:2][CH2:3]1. Reported procedure: To a solution of tert-butyl 5-cyclopropyl-2-fluoro-4-((8-methyl-1,4- dioxaspiro[4.5]decan-8-yl)methoxy)benzoate (2.59 g, 6.16 mmol) in tetrahydrofuran (6 mL) and water (4.3 mL) was added trifluoroacetic acid (2.2 mL, 27.72 mmol). The reaction mixture was stirred at ambient temperature for 18 hours. The reaction was quenched with 2 M aqueous sodium hydroxide solution (5 mL) before being diluted with saturated aqueous sodium bicarbonate (20 mL) and ethyl acetate (50 mL). The aqueous layer was sepa...